This data is from the Open Reaction Database (ORD), a public repository of structured organic reaction records. The task is: describe an organic reaction: reactants, conditions, products, and yield Reactants: Brc1ccc2nc(N3CCN(C4CC4)CC3)sc2c1, COc1ccc(B(O)O)cn1, [K+], [K+], [K+], O=C(C=Cc1ccccc1)C=Cc1ccccc1, O=C(C=Cc1ccccc1)C=Cc1ccccc1, O=C(C=Cc1ccccc1)C=Cc1ccccc1, O, O=P([O-])([O-])[O-], [Pd], [Pd]. Yields the product COc1ccc(-c2ccc3nc(N4CCN(C5CC5)CC4)sc3c2)cn1. RXN SMILES: [Br:1][c:2]1[cH:3][c:4]2[c:5]([n:6][c:7]([N:9]3[CH2:10][CH2:11][N:12]([CH:15]4[CH2:16][CH2:17]4)[CH2:13][CH2:14]3)[s:8]2)[cH:18][cH:19]1.[CH3:20][O:21][c:22]1[n:23][cH:24][c:25]([B:28]([OH:29])[OH:30])[cH:26][cH:27]1.[K+:36].[K+:37].[K+:38].[O:42]=[C:43]([CH:44]=[CH:45][c:46]1[cH:47][cH:48][cH:49][cH:50][cH:51]1)[CH:52]=[CH:53][c:54]1[cH:55][cH:56][cH:57][cH:58][cH:59]1.[O:60]=[C:61]([CH:62]=[CH:63][c:64]1[cH:65][cH:66][cH:67][cH:68][cH:69]1)[CH:70]=[CH:71][c:72]1[cH:73][cH:74][cH:75][cH:76][cH:77]1.[O:78]=[C:79]([CH:80]=[CH:81][c:82]1[cH:83][cH:84][cH:85][cH:86][cH:87]1)[CH:88]=[CH:89][c:90]1[cH:91][cH:92][cH:93][cH:94][cH:95]1.[OH2:39].[P:31]([O-:32])([O-:33])([O-:34])=[O:35].[Pd:40].[Pd:41]>>[c:2]1(-[c:25]2[cH:24][n:23][c:22]([O:21][CH3:20])[cH:27][cH:26]2)[cH:3][c:4]2[c:5]([n:6][c:7]([N:9]3[CH2:10][CH2:11][N:12]([CH:15]4[CH2:16][CH2:17]4)[CH2:13][CH2:14]3)[s:8]2)[cH:18][cH:19]1. Starting materials: FC=1C=C2C(=CC(OC2=C(C1O)F)=O)C (6,8-difluoro-7-hydroxy-4-methylcoumarin), FC=1C=C2C(=CC(OC2=C(C1O)F)=O)C (6,8-difluoro-7-hydroxy-4-methylcoumarin), Cl.N(C(=N)N)C1=CC=C(C(=O)O)C=C1 (4-guanidinobenzoic acid hydrochloride), Cl.CN(CCCN=C=NCC)C (1-(3-dimethylaminopropyl)-3-ethylcarbodiimide hydrochloride), Cl.CN(CCCN=C=NCC)C (EDC). Run in C1CCOC1 (THF), O (water). Conditions: time 8 hour. The product is N(C(=N)N)C1=CC=C(C(=O)OC=2C(OC3=C(C(=C(C=C3C2C)F)O)F)=O)C=C1 (6,8-difluoro-7-hydroxy-4-methylcoumarinyl p-guanidinobenzoate). Reaction SMILES: [F:1][C:2]1[CH:3]=[C:4]2[C:9](=[C:10]([F:13])[C:11]=1[OH:12])[O:8][C:7](=[O:14])[CH:6]=[C:5]2[CH3:15].Cl.[NH:17]([C:21]1[CH:29]=[CH:28][C:24]([C:25]([OH:27])=[O:26])=[CH:23][CH:22]=1)[C:18]([NH2:20])=[NH:19].Cl.CN(C)CCCN=C=NCC>C1COCC1.O>[NH:17]([C:21]1[CH:29]=[CH:28][C:24]([C:25]([O:27][C:6]2[C:7](=[O:14])[O:8][C:9]3[C:4]([C:5]=2[CH3:15])=[CH:3][C:2]([F:1])=[C:11]([OH:12])[C:10]=3[F:13])=[O:26])=[CH:23][CH:22]=1)[C:18]([NH2:20])=[NH:19] |f:1.2,3.4|. Reported procedure: To a pale yellow solution of 6,8-difluoro-7-hydroxy-4-methylcoumarin (Compound 5, 0.13 g, 0.61 mmol) in THF (5 mL) under air at room temperature is added a solution of 4-guanidinobenzoic acid hydrochloride (132 mg, 0.61 mmol) in 4 mL water, followed by 1-(3-dimethylaminopropyl)-3-ethylcarbodiimide hydrochloride (EDC; 125 mg, 0.65 mmol). The resulting solution is stirred at room temperature overnight, followed by the addition of more EDC (100 mg). After two hours, TLC analysis indicates the start... Procedure details: Anhydrous dimethylformamide (2 ml) was added to a mixture of 3,6-bis(t-butyldimethylsiloxy)-7,8-didehydro-4,5-epoxy-17-aminopropylmorphinan (0.2 g, 0.359 mmol), diisopropylethylamine (0.07 ml, 0.39 mmol), and 1H-pyrazole-1-carboxamidine hydrochloride (0.06g, 0.39 mmol) and the reaction mixture was stirred overnight at room temperature under nitrogen. The reaction mixture was evaporated to dryness under reduced pressure, and the crude product was chromatographed on silica gel (yield=0.155 g, 72%)... Reactants: O([Si](C)(C)C(C)(C)C)C=1C=CC=2C[C@@H]3[C@@H]4C=CC(C5[C@@]4(C2C1O5)CCN3CCCN)O[Si](C)(C)C(C)(C)C (3,6-bis(t-butyldimethylsiloxy)-7,8-didehydro-4,5-epoxy-17-aminopropylmorphinan), C(C)(C)N(CC)C(C)C (diisopropylethylamine), Cl.N1(N=CC=C1)C(=N)N (1H-pyrazole-1-carboxamidine hydrochloride). As a reaction SMILES: [O:1]([C:9]1[CH:10]=[CH:11][C:12]2[CH2:13][C@H:14]3[N:26]([CH2:27][CH2:28][CH2:29][NH2:30])[CH2:25][CH2:24][C@:20]45[C:21]=2[C:22]=1[O:23][CH:19]4[CH:18]([O:31][Si:32]([C:35]([CH3:38])([CH3:37])[CH3:36])([CH3:34])[CH3:33])[CH:17]=[CH:16][C@@H:15]35)[Si:2]([C:5]([CH3:8])([CH3:7])[CH3:6])([CH3:4])[CH3:3].C(N(C(C)C)CC)(C)C.Cl.[N:49]1(C(N)=N)[CH:53]=CC=[N:50]1>CN(C)C=O>[O:1]([C:9]1[CH:10]=[CH:11][C:12]2[CH2:13][C@H:14]3[N:26]([CH2:27][CH2:28][CH2:29][NH:30][CH:53]=[N:49][NH2:50])[CH2:25][CH2:24][C@:20]45[C:21]=2[C:22]=1[O:23][CH:19]4[CH:18]([O:31][Si:32]([C:35]([CH3:38])([CH3:37])[CH3:36])([CH3:33])[CH3:34])[CH:17]=[CH:16][C@@H:15]35)[Si:2]([C:5]([CH3:8])([CH3:7])[CH3:6])([CH3:4])[CH3:3] |f:2.3|. Yields the product O([Si](C)(C)C(C)(C)C)C=1C=CC=2C[C@@H]3[C@@H]4C=CC(C5[C@@]4(C2C1O5)CCN3CCCNC=NN)O[Si](C)(C)C(C)(C)C (3,6-bis(t-butyldirnethylsiloxy)-7,8-didehydro-4,5-epoxy-17-(N-aminoiminomethylaminopropyl)-morphinan). The solvent is CN(C=O)C (dimethylformamide). Run at time 8 hour.